Dataset: the Open Reaction Database (ORD), a public repository of structured organic reaction records. Task: describe an organic reaction: reactants, conditions, products, and yield The reactants are C(C)(C)(C)OC(=O)N(C1=C(C=C(C=C1)C1CCN(CC1)C(=O)OC(C)(C)C)Cl)C(=O)OC(C)(C)C (tert-butyl 4-(4-(bis(tert-butoxycarbonyl)amino)-3-chlorophenyl)piperidine-1-carboxylate), FC(C(=O)O)(F)F (trifluoroacetic acid). Run in ClCCl (dichloromethane). Yields the product ClC1=C(C=CC(=C1)C1CCNCC1)N (2-chloro-4-(piperidin-4-yl)benzenamine). Reaction SMILES: C(OC([N:8](C(OC(C)(C)C)=O)[C:9]1[CH:14]=[CH:13][C:12]([CH:15]2[CH2:20][CH2:19][N:18](C(OC(C)(C)C)=O)[CH2:17][CH2:16]2)=[CH:11][C:10]=1[Cl:28])=O)(C)(C)C.FC(F)(F)C(O)=O>ClCCl>[Cl:28][C:10]1[CH:11]=[C:12]([CH:15]2[CH2:20][CH2:19][NH:18][CH2:17][CH2:16]2)[CH:13]=[CH:14][C:9]=1[NH2:8]. Procedure details: A mixture the product of Example 60C (100 mg) and trifluoroacetic acid (1 mL) in dichloromethane (4 mL) was stirred at ambient temperature for 3 hours. The mixture was concentrated and the crude title compound was used in the next step without further purification. MS: 211 (M+H+). Starting materials: BrC=1C=C(C=CC1)C1=NC(=CC(=C1)C1=CC=C(C=C1)C(F)(F)F)CC (2-(3-bromo-phenyl)-6-ethyl-4-(4-trifluoromethyl-phenyl)-pyridine), C(C)(C)(C)NS(=O)(=O)C=1C=C(C=CC1)B(O)O (3-(tert-butylsulfamoyl)-benzeneboronic acid). Yields the product C(C)(C)(C)NS(=O)(=O)C=1C=C(C=CC1)C1=CC(=CC=C1)C1=NC(=CC(=C1)C1=CC=C(C=C1)C(F)(F)F)CC (3′-[6-Ethyl-4-(4-trifluoromethyl-phenyl)-pyridin-2-yl]-biphenyl-3-sulfonic acid tert-butylamide), solid. Isolated yield 50.0%. As a reaction SMILES: Br[C:2]1[CH:3]=[C:4]([C:8]2[CH:13]=[C:12]([C:14]3[CH:19]=[CH:18][C:17]([C:20]([F:23])([F:22])[F:21])=[CH:16][CH:15]=3)[CH:11]=[C:10]([CH2:24][CH3:25])[N:9]=2)[CH:5]=[CH:6][CH:7]=1.[C:26]([NH:30][S:31]([C:34]1[CH:35]=[C:36](B(O)O)[CH:37]=[CH:38][CH:39]=1)(=[O:33])=[O:32])([CH3:29])([CH3:28])[CH3:27]>>[C:26]([NH:30][S:31]([C:34]1[CH:35]=[C:36]([C:6]2[CH:7]=[CH:2][CH:3]=[C:4]([C:8]3[CH:13]=[C:12]([C:14]4[CH:19]=[CH:18][C:17]([C:20]([F:22])([F:23])[F:21])=[CH:16][CH:15]=4)[CH:11]=[C:10]([CH2:24][CH3:25])[N:9]=3)[CH:5]=2)[CH:37]=[CH:38][CH:39]=1)(=[O:33])=[O:32])([CH3:29])([CH3:28])[CH3:27]. Procedure details: The title compound was prepared from 2-(3-bromo-phenyl)-6-ethyl-4-(4-trifluoromethyl-phenyl)-pyridine (example E.89) (0.30 g, 0.739 mmol) and commercially available 3-(tert-butylsulfamoyl)-benzeneboronic acid (0.209 g, 0.813 mmol) according to the general procedure VI. Obtained as a white solid (0.10 g, 25%) and additional off-white solid (0.20 g, 50%). MS (ISP) 539.3 [(M+H)+]; mp 169° C. Reactants: CCOc1cc(OCC)c2nnc(N)n2n1, CC(C)[O-], CC(C)O, [Na+]. The product is CCOc1cc(OC(C)C)c2nnc(N)n2n1. Reaction SMILES: [CH2:1]([CH3:2])[O:3][c:4]1[cH:5][c:6]([O:14][CH2:15][CH3:16])[c:7]2[n:8]([n:9]1)[c:10]([NH2:13])[n:11][n:12]2.[CH3:17][CH:18]([CH3:19])[O-:20].[CH:22]([OH:23])([CH3:24])[CH3:25].[Na+:21]>>[CH2:1]([CH3:2])[O:3][c:4]1[cH:5][c:6]([O:14][CH:15]([CH3:16])[CH3:17])[c:7]2[n:8]([n:9]1)[c:10]([NH2:13])[n:11][n:12]2. The reactants are C(C)OC(=O)C1=CN=C(S1)C (2-Methyl-thiazole-5-carboxylic acid ethyl ester), C(C)(=O)OC(C)=O (acetic anhydride), C(C)(=O)O (acetic acid), CC1=C(C(=NO1)C1=CC=CC=C1)C=O (5-methyl-3-phenyl-4-isoxazolecarbaldehyde). The solvent is O (water). Conditions: temperature 120 celsius, time 6 day. The product is C(C)OC(=O)C1=CN=C(S1)\C=C\C=1C(=NOC1C)C1=CC=CC=C1 (2-[(E)-2-(5-Methyl-3-phenyl-isoxazol-4-yl)-vinyl]-thiazole-5-carboxylic acid ethyl ester). The yield is 19.2%. As a reaction SMILES: [CH2:1]([O:3][C:4]([C:6]1[S:10][C:9]([CH3:11])=[N:8][CH:7]=1)=[O:5])[CH3:2].C(OC(=O)C)(=O)C.C(O)(=O)C.[CH3:23][C:24]1[O:28][N:27]=[C:26]([C:29]2[CH:34]=[CH:33][CH:32]=[CH:31][CH:30]=2)[C:25]=1[CH:35]=O>O>[CH2:1]([O:3][C:4]([C:6]1[S:10][C:9](/[CH:11]=[CH:35]/[C:25]2[C:26]([C:29]3[CH:34]=[CH:33][CH:32]=[CH:31][CH:30]=3)=[N:27][O:28][C:24]=2[CH3:23])=[N:8][CH:7]=1)=[O:5])[CH3:2]. Procedure details: 2-Methyl-thiazole-5-carboxylic acid ethyl ester (547 mg, 2.92 mmol) was dissolved in acetic anhydride (0.15 mL, 15.5 mmol) and acetic acid (0.04 mL, 2.54 mmol) then 5-methyl-3-phenyl-4-isoxazolecarbaldehyde (500 mg, 2.92 mmol) was added and the reaction mixture warmed to 120° C. After 6 days, the reaction mixture was cooled to room temperature then diluted with water and extracted with ethyl acetate. The combined organic extracts were dried, filtered and concentrated then purified by chromatogra... Reactants: Cl (hydrochloric acid), C1(=CC=CC=C1)/C=C/C=1OC=C(N1)COC1=CC=C(C=O)C=C1 (4-[2-[(E)-2-phenylethenyl]-4-oxazolyl methoxy]benzaldehyde), [BH4-].[Na+] (sodium borohydride), O1CCCC1 (tetrahydrofuran). The solvent is C(C)O (ethanol), O (water). Reaction conditions: time 16 hour. The product is ClCC1=CC=C(OCC=2N=C(OC2)\C=C\C2=CC=CC=C2)C=C1 (4-(4-chloromethylphenoxymethyl)-2-[(E)-2-phenylethenyl]oxazole). Isolated yield 61.0%. RXN SMILES: [C:1]1(/[CH:7]=[CH:8]/[C:9]2[O:10][CH:11]=[C:12]([CH2:14][O:15][C:16]3[CH:23]=[CH:22][C:19]([CH:20]=O)=[CH:18][CH:17]=3)[N:13]=2)[CH:6]=[CH:5][CH:4]=[CH:3][CH:2]=1.[BH4-].[Na+].O1CCCC1.[ClH:31]>O.C(O)C>[Cl:31][CH2:20][C:19]1[CH:22]=[CH:23][C:16]([O:15][CH2:14][C:12]2[N:13]=[C:9](/[CH:8]=[CH:7]/[C:1]3[CH:6]=[CH:5][CH:4]=[CH:3][CH:2]=3)[O:10][CH:11]=2)=[CH:17][CH:18]=1 |f:1.2|. Procedure details: A mixture of 4-[2-[(E)-2-phenylethenyl]-4-oxazolyl methoxy]benzaldehyde (5.00 g), sodium borohydride (620 mg), tetrahydrofuran (50 ml) and ethanol (50 ml) was stirred for 16 hours at room temperature. The reaction mixture was poured into water and acidified with 2N hydrochloric acid. The resulting precipitate was collected by filtration and dried, which was suspended in chloroform (50 ml). To the suspension was added thionyl chloride (2.00 g). The mixture was stirred for one hour at room tempera... The solvent is O (water). Starting materials: NC1=CC(=C(C(=O)N[C@@H]2[C@@H](CN(CC2)CCCC(N2CCCC2)=O)OC)C=C1Cl)OC (cis-4-amino-5-chloro-2-methoxy-N-[3-methoxy-1-[4-oxo-4-(1-pyrrolidinyl)butyl]-4-piperidinyl]benzamide), C(C)(=O)O (acetic acid), C(C)(=O)OC(C)=O (acetic acid anhydride), [OH-].[NH4+] (ammonium hydroxide). Yields the product O.C(C)(=O)NC1=CC(=C(C(=O)N[C@@H]2[C@@H](CN(CC2)CCCC(N2CCCC2)=O)OC)C=C1Cl)OC.C(C)(=O)NC1=CC(=C(C(=O)N[C@@H]2[C@@H](CN(CC2)CCCC(=O)N2CCCC2)OC)C=C1Cl)OC (cis-4-(acetylamino)-5-chloro-2-methoxy-N-[3-methoxy-1-[4-oxo-4-(1-pyrrolidinyl)butyl]-4-piperidinyl]benzamide hemihydrate). As a reaction SMILES: [NH2:1][C:2]1[C:28]([Cl:29])=[CH:27][C:5]([C:6]([NH:8][C@H:9]2[CH2:14][CH2:13][N:12]([CH2:15][CH2:16][CH2:17][C:18](=[O:24])[N:19]3[CH2:23][CH2:22][CH2:21][CH2:20]3)[CH2:11][C@H:10]2[O:25][CH3:26])=[O:7])=[C:4]([O:30][CH3:31])[CH:3]=1.[C:32](O)(=[O:34])[CH3:33].[C:36](OC(=O)C)(=[O:38])[CH3:37].[OH-].[NH4+]>O>[OH2:7].[C:32]([NH:1][C:2]1[C:28]([Cl:29])=[CH:27][C:5]([C:6]([NH:8][C@H:9]2[CH2:14][CH2:13][N:12]([CH2:15][CH2:16][CH2:17][C:18](=[O:24])[N:19]3[CH2:20][CH2:21][CH2:22][CH2:23]3)[CH2:11][C@H:10]2[O:25][CH3:26])=[O:7])=[C:4]([O:30][CH3:31])[CH:3]=1)(=[O:34])[CH3:33].[C:36]([NH:1][C:2]1[C:28]([Cl:29])=[CH:27][C:5]([C:6]([NH:8][C@H:9]2[CH2:14][CH2:13][N:12]([CH2:15][CH2:16][CH2:17][C:18]([N:19]3[CH2:20][CH2:21][CH2:22][CH2:23]3)=[O:24])[CH2:11][C@H:10]2[O:25][CH3:26])=[O:7])=[C:4]([O:30][CH3:31])[CH:3]=1)(=[O:38])[CH3:37] |f:3.4,6.7.8|. Yield: 42.8%. Run at temperature 0 celsius, time 8 hour. Reported procedure: To a stirred solution of 4 parts of cis-4-amino-5-chloro-2-methoxy-N-[3-methoxy-1-[4-oxo-4-(1-pyrrolidinyl)butyl]-4-piperidinyl]benzamide in 20 parts of acetic acid were added 0,89 parts of acetic acid anhydride. Upon complete addition, stirring was continued overnight at room temperature. The reaction mixture was poured into water and the whole was treated with ammonium hydroxide while cooling. The product was extracted with dichloromethane. The extract was washed with water, dried, filtered an...